Task: describe an organic reaction: reactants, conditions, products, and yield. Dataset: the Open Reaction Database (ORD), a public repository of structured organic reaction records Reactants: C(=O)=O (carbon dioxide), ClC1=NC(=CC=C1)Cl (2,6-Dichloropyridine), O (water), Cl (hydrochloric acid). The solvent is O1CCCC1 (tetrahydrofuran), CCCCCC (n-hexane). Run at temperature -10 celsius, time 1 hour. Product: ClC1=C(C(=O)Cl)C=CC(=N1)Cl (2,6-dichloronicotinoyl chloride). Reaction SMILES: [Cl:1][C:2]1[CH:7]=[CH:6][CH:5]=[C:4]([Cl:8])[N:3]=1.[C:9](=[O:11])=O.O.[ClH:13]>O1CCCC1.CCCCCC>[Cl:8][C:4]1[N:3]=[C:2]([Cl:1])[CH:7]=[CH:6][C:5]=1[C:9]([Cl:13])=[O:11]. Reported procedure: (1)-1 2,6-Dichloropyridine (20 g) was dissolved in tetrahydrofuran (200 ml), and, to the resulting solution, there was added dropwise a solution of n-butylithium (1.6M) in n-hexane (84.5 ml) in a flow of argon gas at a temperature of -78° C. over a period of 30 minutes. After the resulting solution was stirred for one hour at the same temperature, greatly excess carbon dioxide (solid) was added. After stirring for one hour, temperature was raised to -10° C., and, then, water and hydrochloric aci... Starting materials: CC(C)=CCCC(C)=CCCl, CO, FC(F)(F)c1ccc2nc(S)[nH]c2c1, [Na+], [OH-]. Product: CC(C)=CCCC(C)=CCSc1nc2cc(C(F)(F)F)ccc2[nH]1. As a reaction SMILES: [CH2:17]([CH:18]=[C:19]([CH3:20])[CH2:21][CH2:22][CH:23]=[C:24]([CH3:25])[CH3:26])[Cl:27].[CH3:28][OH:29].[F:1][C:2]([c:3]1[cH:4][c:5]2[c:6]([n:7][c:8]([SH:10])[nH:9]2)[cH:11][cH:12]1)([F:13])[F:14].[Na+:16].[OH-:15]>>[F:1][C:2]([c:3]1[cH:4][c:5]2[c:6]([nH:7][c:8]([S:10][CH2:17][CH:18]=[C:19]([CH3:20])[CH2:21][CH2:22][CH:23]=[C:24]([CH3:25])[CH3:26])[n:9]2)[cH:11][cH:12]1)([F:13])[F:14]. Starting materials: ClC1=C2C(=CN=N1)N(N=C2)C2=CC=C(C=C2)F (4-chloro-1-(4-fluorophenyl)-1H-pyrazolo[3,4-d]pyridazine), CCN(C(C)C)C(C)C (DIPEA), Pd[PhCN]2Cl2, C(C)O (ethanol), [C]=O (carbon monoxide). The reagents and catalysts are [CH-]1C=CC=C1P(C2=CC=CC=C2)C3=CC=CC=C3.[CH-]1C=CC=C1P(C2=CC=CC=C2)C3=CC=CC=C3.[Fe+2] (1,1-bis(diphenylphosphino)ferrocene). Solvent: [Cl-].[NH4+] (ammonium chloride). Reaction conditions: temperature 85 celsius, time 18 hour. Yields the product C(C)OC(=O)C1=C2C(=CN=N1)N(N=C2)C2=CC=C(C=C2)F (1-(4-fluorophenyl)-1H-pyrazolo[3,4-d]pyridazine-4-carboxylic acid ethyl ester). Reaction SMILES: Cl[C:2]1[N:7]=[N:6][CH:5]=[C:4]2[N:8]([C:11]3[CH:16]=[CH:15][C:14]([F:17])=[CH:13][CH:12]=3)[N:9]=[CH:10][C:3]=12.CCN([CH:24]([CH3:26])C)C(C)C.[C]=[O:28].[CH2:29]([OH:31])C>[Cl-].[NH4+].[CH-]1C(P(C2C=CC=CC=2)C2C=CC=CC=2)=CC=C1.[CH-]1C(P(C2C=CC=CC=2)C2C=CC=CC=2)=CC=C1.[Fe+2]>[CH2:24]([O:28][C:29]([C:2]1[N:7]=[N:6][CH:5]=[C:4]2[N:8]([C:11]3[CH:16]=[CH:15][C:14]([F:17])=[CH:13][CH:12]=3)[N:9]=[CH:10][C:3]=12)=[O:31])[CH3:26] |f:4.5,6.7.8,^3:26|. Reported procedure: A mixture of 4-chloro-1-(4-fluorophenyl)-1H-pyrazolo[3,4-d]pyridazine (510 mg, 2.1 mmol), DIPEA (700 μL, 4 mmol)), Pd[PhCN]2Cl2 (24 mg, 0.063 mmol), and 1,1-bis(diphenylphosphino)ferrocene (dppf) (48 mg, 0.087 mmol) in absolute ethanol (15 mL) is placed in a sealed pressure reactor with stirring and placed under 15 bars of carbon monoxide and warmed at 85° C. After 18 hours, the sealed pressure reactor is cooled to room temperature, returned to atmospheric pressure and opened. The reaction mixtu... The reactants are CN1C=NC=C1C=O (1-methyl-1H-imidazole-5-carbaldehyde), BrC=1C=C2C(=C(C(=NC2=CC1)OC)CC1=CC=C(C=C1)C(F)(F)F)Cl (6-Bromo-4-chloro-2-methoxy-3-(4-(trifluoromethyl)benzyl)quinoline), BrC=1C=C2C(=C(C(=NC2=CC1)OC)CC1=CC=C(C=C1)C(F)(F)F)Cl (6-Bromo-4-chloro-2-methoxy-3-(4-(trifluoromethyl)benzyl)quinoline), C(=O)=O (dry-ice), [Li]CCCC (n-BuLi). The solvent is C1CCOC1 (THF). Conditions: time 2 minute. Product: ClC1=C(C(=NC2=CC=C(C=C12)C(O)C1=CN=CN1C)OC)CC1=CC=C(C=C1)C(F)(F)F ((4-Chloro-2-methoxy-3-(4-(trifluoromethyl)benzyl)quinolin-6-yl)(1-methyl-1H-imidazol-5-yl)methanol). As a reaction SMILES: Br[C:2]1[CH:3]=[C:4]2[C:9](=[CH:10][CH:11]=1)[N:8]=[C:7]([O:12][CH3:13])[C:6]([CH2:14][C:15]1[CH:20]=[CH:19][C:18]([C:21]([F:24])([F:23])[F:22])=[CH:17][CH:16]=1)=[C:5]2[Cl:25].[Li]CCCC.[CH3:31][N:32]1[C:36]([CH:37]=[O:38])=[CH:35][N:34]=[CH:33]1.C(=O)=O>C1COCC1>[Cl:25][C:5]1[C:4]2[C:9](=[CH:10][CH:11]=[C:2]([CH:37]([C:36]3[N:32]([CH3:31])[CH:33]=[N:34][CH:35]=3)[OH:38])[CH:3]=2)[N:8]=[C:7]([O:12][CH3:13])[C:6]=1[CH2:14][C:15]1[CH:20]=[CH:19][C:18]([C:21]([F:24])([F:23])[F:22])=[CH:17][CH:16]=1. Reported procedure: To a flask containing 6-bromo-4-chloro-2-methoxy-3-(4-(trifluoromethyl)benzyl)quinoline (3.0 g, 6.97 mmol, Intermediate 5: step d) was added THF (40 mL) and the solution was cooled to −70° C. n-BuLi (2.5 M in hexanes, 2.8 mL, 7 mmol) was then added dropwise. After 2 minutes, 1-methyl-1H-imidazole-5-carbaldehyde (1.2 g, 9 mmol, in 10 mL THF) was introduced. After 15 minutes, the dry-ice bath was replaced with a 0° C. bath. After 35 minutes the reaction mixture was quenched with aqueous NH4Cl solu... Reactants: B, CC1CN(Cc2cccc(-c3ccc(F)c(C#N)c3)c2)CCN1C(=O)OC(C)(C)C, C1CCOC1. The product is CC1CN(Cc2cccc(-c3ccc(F)c(CN)c3)c2)CCN1C(=O)OC(C)(C)C. As a reaction SMILES: [BH3:31].[C:1](#[N:2])[c:3]1[cH:4][c:5](-[c:10]2[cH:11][c:12]([CH2:16][N:17]3[CH2:18][CH:19]([CH3:30])[N:20]([C:23](=[O:24])[O:25][C:26]([CH3:27])([CH3:28])[CH3:29])[CH2:21][CH2:22]3)[cH:13][cH:14][cH:15]2)[cH:6][cH:7][c:8]1[F:9].[CH2:32]1[O:33][CH2:34][CH2:35][CH2:36]1>>[CH2:1]([NH2:2])[c:3]1[cH:4][c:5](-[c:10]2[cH:11][c:12]([CH2:16][N:17]3[CH2:18][CH:19]([CH3:30])[N:20]([C:23](=[O:24])[O:25][C:26]([CH3:27])([CH3:28])[CH3:29])[CH2:21][CH2:22]3)[cH:13][cH:14][cH:15]2)[cH:6][cH:7][c:8]1[F:9]. Reactants: O (Water), C(C)(C)N(CC)C(C)C (Diisopropylethylamine), COCCl (chloromethyl methyl ether), C1(CC1)C1=CC=C(C=C1)O (4-cyclopropylphenol). Solvent: C(Cl)Cl (methylene chloride). Reaction conditions: time 15 minute. Product: C1(CC1)C1=CC=C(C=C1)OCOC (1-Cyclopropyl-4-(methoxymethoxy)benzene). As a reaction SMILES: C(N(C(C)C)CC)(C)C.[CH3:10][O:11][CH2:12]Cl.[CH:14]1([C:17]2[CH:22]=[CH:21][C:20]([OH:23])=[CH:19][CH:18]=2)[CH2:16][CH2:15]1.O>C(Cl)Cl>[CH:14]1([C:17]2[CH:22]=[CH:21][C:20]([O:23][CH2:10][O:11][CH3:12])=[CH:19][CH:18]=2)[CH2:16][CH2:15]1. Procedure: Diisopropylethylamine (77.6 mL) and chloromethyl methyl ether (33.7 mL) were added to a solution of 4-cyclopropylphenol (24.0 g) in methylene chloride (250 mL) to form a reaction solution. This reaction solution was stirred for 15 minutes under ice cooling, and then left overnight at normal temperature. Water was added to the reaction solution, and the reaction solution was extracted with ethyl acetate. The extract was washed with a 1 mol/L sodium hydroxide aqueous solution, water and saturated ... Reactants: C([O-])([O-])=O.[K+].[K+] (potassium carbonate), C(C1=CC=CC=C1)Br (benzyl bromide), COC(C=1CCCCC1)=O (3,5-Dihydrobenzoic acid methyl ester), CC(=O)C (acetone). Yields the product COC(C1=CC(=CC(=C1)O)OCC1=CC=CC=C1)=O (3-Benzyloxy-5-hydroxy-benzoic acid methyl ester). The yield is 40.0%. RXN SMILES: [CH3:1][O:2][C:3](=[O:10])[C:4]1[CH2:5][CH2:6][CH2:7][CH2:8][CH:9]=1.[C:11](=[O:14])([O-])[O-].[K+].[K+].C(Br)[C:18]1[CH:23]=[CH:22][CH:21]=[CH:20][CH:19]=1.CC(C)=[O:27]>>[CH3:1][O:2][C:3](=[O:10])[C:4]1[CH:5]=[C:6]([OH:27])[CH:7]=[C:8]([O:14][CH2:11][C:18]2[CH:23]=[CH:22][CH:21]=[CH:20][CH:19]=2)[CH:9]=1 |f:1.2.3|. Procedure details: 3,5-Dihydrobenzoic acid methyl ester (20.2 g) was dissolved in acetone (400 mL) and then potassium carbonate (16.6 g) and benzyl bromide (20.5 g) were added. The resulting mixture was refluxed for 3 h. Then the insoluble material was filtered off and the filtrate was concentrated under reduced pressure. The residue was purified on a silica gel column using chloroform and methanol to yield 12.4 g (40% yield) of the title compound. Starting materials: C(C)N1CCC2=C(CC1)C=C(C=C2)N (3-Ethyl-2,3,4,5-tetrahydro-1H-benzo[d]azepin-7-ylamine), ClC1=NC=C(C(=N1)NCCNS(=O)(=O)C)Cl (N-[2-(2,5-dichloro-pyrimidin-4-ylamino)-ethyl]-methanesulfonamide), Cl (HCl), O1CCOCC1 (dioxane). Solvent: CC(C)O (IPA). Reaction conditions: temperature 150 celsius. Yields the product ClC=1C(=NC(=NC1)NC1=CC2=C(CCN(CC2)CC)C=C1)NCCNS(=O)(=O)C (N-{2-[5-chloro-2-(3-ethyl-2,3,4,5-tetrahydro-1H-benzo[d]azepin-7-ylamino)-pyrimidin-4-ylamino]-ethyl}-methanesulfonamide). The yield is 42.9%. As a reaction SMILES: [CH2:1]([N:3]1[CH2:9][CH2:8][C:7]2[CH:10]=[C:11]([NH2:14])[CH:12]=[CH:13][C:6]=2[CH2:5][CH2:4]1)[CH3:2].Cl[C:16]1[N:21]=[C:20]([NH:22][CH2:23][CH2:24][NH:25][S:26]([CH3:29])(=[O:28])=[O:27])[C:19]([Cl:30])=[CH:18][N:17]=1.Cl.O1CCOCC1>CC(O)C>[Cl:30][C:19]1[C:20]([NH:22][CH2:23][CH2:24][NH:25][S:26]([CH3:29])(=[O:28])=[O:27])=[N:21][C:16]([NH:14][C:11]2[CH:12]=[CH:13][C:6]3[CH2:5][CH2:4][N:3]([CH2:1][CH3:2])[CH2:9][CH2:8][C:7]=3[CH:10]=2)=[N:17][CH:18]=1. Procedure: 3-Ethyl-2,3,4,5-tetrahydro-1H-benzo[d]azepin-7-ylamine (90.9 mg, 0.478 mmol) and N-[2-(2,5-dichloro-pyrimidin-4-ylamino)-ethyl]-methanesulfonamide (150 mg, 0.526 mmol, 1.1 eq) were dissolved in IPA (3 mL). 4.0 M HCl in dioxane (132 μL, 0.526 mmol, 1.1 eq) was added and the reaction was heated at 150° C. in a microwave for 6 hours. The reaction was then concentrated under reduced pressure and the residue was taken up in CH2Cl2 (20 mL) and washed with sat. NaHCO3 (20 mL). The organic layer was dri...